This data is from the Open Reaction Database (ORD), a public repository of structured organic reaction records. The task is: describe an organic reaction: reactants, conditions, products, and yield Starting materials: FC=1C=C2C(=CNC2=CC1)C=1CCN(CC1)C (5-fluoro-3-(1-methyl-1,2,3,6-tetrahydro-4-pyridinyl)-1H-indole), [N+](=O)([O-])C=1C=C(C=CC1)S(=O)(=O)Cl (3-nitrophenylsulfonyl chloride). Yields the product FC=1C=C2C(=CN(C2=CC1)S(=O)(=O)C1=CC(=CC=C1)[N+](=O)[O-])C=1CCN(CC1)C (5-Fluoro-3-(1-methyl-1,2,3,6-tetrahydro-4-pyridinyl)-1-(3-nitrophenylsulfonyl)indole). Reaction SMILES: [F:1][C:2]1[CH:3]=[C:4]2[C:8](=[CH:9][CH:10]=1)[NH:7][CH:6]=[C:5]2[C:11]1[CH2:12][CH2:13][N:14]([CH3:17])[CH2:15][CH:16]=1.[N+:18]([C:21]1[CH:22]=[C:23]([S:27](Cl)(=[O:29])=[O:28])[CH:24]=[CH:25][CH:26]=1)([O-:20])=[O:19]>>[F:1][C:2]1[CH:3]=[C:4]2[C:8](=[CH:9][CH:10]=1)[N:7]([S:27]([C:23]1[CH:24]=[CH:25][CH:26]=[C:21]([N+:18]([O-:20])=[O:19])[CH:22]=1)(=[O:28])=[O:29])[CH:6]=[C:5]2[C:11]1[CH2:12][CH2:13][N:14]([CH3:17])[CH2:15][CH:16]=1. Procedure details: (31.0 mg, 56%), from 5-fluoro-3-(1-methyl-1,2,3,6-tetrahydro-4-pyridinyl)-1H-indole (Example 4b, 30.1 mg, 0.131 mmol) and 3-nitrophenylsulfonyl chloride (58.1 mg, 0.26 mmol); HRMS-FAB+ for C20H19N3O4SF calculated MH+ : 416.10803; found: 416.10631. Starting materials: COC1=C(C=C(C=C1)S(=O)[O-])[N+](=O)[O-].[Na+] (sodium 4-methoxy-3-nitrobenzenesulfinate), ClCC=1C=C(C(=C(C1)OC)OC)OC (5-(chloromethyl)-1,2,3-trimethoxybenzene). The solvent is CN(C)C=O (DMF), CN(C)C=O (DMF). Reaction conditions: temperature 120 celsius. Yields the product COC1=C(C(=CC(=C1)CS(=O)(=O)C1=CC(=C(C=C1)OC)[N+](=O)[O-])OC)OC (1,2,3-trimethoxy-5-(((4-methoxy-3-nitrophenyl)sulfonyl)methyl)benzene). Reaction SMILES: [CH3:1][O:2][C:3]1[CH:8]=[CH:7][C:6]([S:9]([O-:11])=[O:10])=[CH:5][C:4]=1[N+:12]([O-:14])=[O:13].[Na+].Cl[CH2:17][C:18]1[CH:19]=[C:20]([O:28][CH3:29])[C:21]([O:26][CH3:27])=[C:22]([O:24][CH3:25])[CH:23]=1>CN(C=O)C>[CH3:25][O:24][C:22]1[CH:23]=[C:18]([CH2:17][S:9]([C:6]2[CH:7]=[CH:8][C:3]([O:2][CH3:1])=[C:4]([N+:12]([O-:14])=[O:13])[CH:5]=2)(=[O:11])=[O:10])[CH:19]=[C:20]([O:28][CH3:29])[C:21]=1[O:26][CH3:27] |f:0.1|. Reported procedure: A suspension of Example 96A (380 mg, 1.6 mmol) in DMF (10 mL) was treated slowly with a solution of 5-(chloromethyl)-1,2,3-trimethoxybenzene (344 mg, 1.6 mmol) in DMF (5 mL), heated to 120° C. for hour, cooled to room temperature, and partitioned between ethyl acetate and brine. The aqueous layer was extracted with ethyl acetate, and the combined extracts were washed with water and brine, dried (MgSO4), filtered, and concentrated. The concentrate was purified by flash column chromatography on si... Starting materials: O1C2=C(NCC1)C=CC=C2 (3,4-dihydro-2H-benzo[b][1,4]oxazine), ClC=1C=CC(=C(C#N)C1)F (5-chloro-2-fluorobenzonitrile), C([O-])([O-])=O.[Cs+].[Cs+] (cesium carbonate). Run in CN(C)C=O (DMF). Conditions: temperature 100 celsius. Product: O1C2=C(N(CC1)C1=C(C#N)C=C(C=C1)Cl)C=CC=C2 (2-(2h-benzo[b][1,4]oxazin-4(3h)-yl)-5-chlorobenzonitrile). Isolated yield 48.1%. Reaction SMILES: [O:1]1[CH2:6][CH2:5][NH:4][C:3]2[CH:7]=[CH:8][CH:9]=[CH:10][C:2]1=2.[Cl:11][C:12]1[CH:13]=[CH:14][C:15](F)=[C:16]([CH:19]=1)[C:17]#[N:18].C(=O)([O-])[O-].[Cs+].[Cs+]>CN(C=O)C>[O:1]1[CH2:6][CH2:5][N:4]([C:15]2[CH:14]=[CH:13][C:12]([Cl:11])=[CH:19][C:16]=2[C:17]#[N:18])[C:3]2[CH:7]=[CH:8][CH:9]=[CH:10][C:2]1=2 |f:2.3.4|. Procedure: To a solution of 3,4-dihydro-2H-benzo[b][1,4]oxazine (500 mg, 3.69 mmol, Tyger Scientific) and 5-chloro-2-fluorobenzonitrile (573 mg, 3.69 mmol) in DMF (10 mL) was added cesium carbonate (3.61 g, 11.0 mmol). The reaction mixture was heated at 100° C. for 24 h. After completion, the reaction mixture was quenched with ice water (10 mL) and extracted with ethyl acetate (2×15 mL). The organic layer was dried over sodium sulfate and concentrated to get crude material which was purified by column chro... Reactants: COc1cc(C(=O)N2CCC(CCS(C)(=O)=O)(c3ccc(Cl)c(Cl)c3)C2)cc(OC)c1OC, CCN(C(C)C)C(C)C, O=C(c1nc2ccccc2n1Cc1ccc(F)cc1)C1CCNCC1, C1COCCO1. Product: COc1cc(C(=O)N2CCC(CCN3CCC(C(=O)c4nc5ccccc5n4Cc4ccc(F)cc4)CC3)(c3ccc(Cl)c(Cl)c3)C2)cc(OC)c1OC. As a reaction SMILES: [CH3:1][O:2][c:3]1[cH:4][c:5]([C:6](=[O:7])[N:8]2[CH2:9][C:10]([CH2:13][CH2:14][S:15]([CH3:16])(=[O:17])=[O:18])([c:19]3[cH:20][c:21]([Cl:26])[c:22]([Cl:25])[cH:23][cH:24]3)[CH2:11][CH2:12]2)[cH:27][c:28]([O:32][CH3:33])[c:29]1[O:30][CH3:31].[CH:34]([N:35]([CH:36]([CH3:37])[CH3:38])[CH2:39][CH3:40])([CH3:41])[CH3:42].[F:43][c:44]1[cH:45][cH:46][c:47]([CH2:48][n:49]2[c:50]([C:58](=[O:59])[CH:60]3[CH2:61][CH2:62][NH:63][CH2:64][CH2:65]3)[n:51][c:52]3[c:53]2[cH:54][cH:55][cH:56][cH:57]3)[cH:66][cH:67]1.[O:68]1[CH2:69][CH2:70][O:71][CH2:72][CH2:73]1>>[CH3:1][O:2][c:3]1[cH:4][c:5]([C:6](=[O:7])[N:8]2[CH2:9][C:10]([CH2:13][CH2:14][N:63]3[CH2:62][CH2:61][CH:60]([C:58]([c:50]4[n:49]([CH2:48][c:47]5[cH:46][cH:45][c:44]([F:43])[cH:67][cH:66]5)[c:53]5[c:52]([n:51]4)[cH:57][cH:56][cH:55][cH:54]5)=[O:59])[CH2:65][CH2:64]3)([c:19]3[cH:20][c:21]([Cl:26])[c:22]([Cl:25])[cH:23][cH:24]3)[CH2:11][CH2:12]2)[cH:27][c:28]([O:32][CH3:33])[c:29]1[O:30][CH3:31]. The reactants are BrC=1C=CC(=C(C1)C1=NC2=CC=C(C=C2C=C1)C1=NC2=C(N1C1CCCCC1)C=CC(=C2)C(=O)O)O (2-[2-(5-Bromo-2-hydroxy-phenyl)-quinolin-6-yl]-1-cyclohexyl-1H-benzoimidazole-5-carboxylic acid), [OH-].[K+] (KOH), Compound 354e, C(CC)N(CC(C)=O)CCC (1-dipropylamino-propan-2-one). The solvent is C(C)O (ethanol), C(C)O (ethanol). The product is C1(CCCCC1)N1C(=NC2=C1C=CC(=C2)C(=O)O)C=2C=C1C=CC(=NC1=CC2)CN(CCC)CCC (1-cyclohexyl-2-(2-dipropylaminomethyl-quinolin-6-yl)-1H-benzoimidazole-5-carboxylic acid). The yield is 58.0%. Reaction SMILES: BrC1C=CC(O)=C([C:8]2[CH:17]=[CH:16][C:15]3[C:10](=[CH:11][CH:12]=[C:13]([C:18]4[N:22]([CH:23]5[CH2:28][CH2:27][CH2:26][CH2:25][CH2:24]5)[C:21]5[CH:29]=[CH:30][C:31]([C:33]([OH:35])=[O:34])=[CH:32][C:20]=5[N:19]=4)[CH:14]=3)[N:9]=2)C=1.[CH2:37]([N:40]([CH2:45]CC)[CH2:41][C:42](=O)[CH3:43])[CH2:38][CH3:39].[OH-].[K+]>C(O)C>[CH:23]1([N:22]2[C:21]3[CH:29]=[CH:30][C:31]([C:33]([OH:35])=[O:34])=[CH:32][C:20]=3[N:19]=[C:18]2[C:13]2[CH:14]=[C:15]3[C:10](=[CH:11][CH:12]=2)[N:9]=[C:8]([CH2:45][N:40]([CH2:41][CH2:42][CH3:43])[CH2:37][CH2:38][CH3:39])[CH:17]=[CH:16]3)[CH2:24][CH2:25][CH2:26][CH2:27][CH2:28]1 |f:2.3|. Procedure details: Following the procedure and workup for Compound 354, Compound 354e (100 mg, 0.256 mmol) was reacted with 1-dipropylamino-propan-2-one (0.256 mmol) in ethanol (2 mL) using 10% w/v KOH in ethanol (506 μL, 0.64 mmol) to produce the title compound (70 mg, 58% yield). MS: 485.34 (M+H+); HPLC Procedure A, retention time=9.20 min. Reactants: CC1(OB(OC1(C)C)C1=CC(=CC=C1)C(F)(F)F)C (4,4,5,5-tetramethyl-2-(3-trifluoromethyl-phenyl)-[1,3,2]dioxaborolane), BrC1=NC(=CC=C1)Br (2,6-dibromo-pyridine). The product is BrC1=NC(=CC=C1)C1=CC(=CC=C1)C(F)(F)F (2-Bromo-6-(3-trifluoromethyl-phenyl)-pyridine). As a reaction SMILES: CC1(C)C(C)(C)OB([C:9]2[CH:14]=[CH:13][CH:12]=[C:11]([C:15]([F:18])([F:17])[F:16])[CH:10]=2)O1.[Br:20][C:21]1[CH:26]=[CH:25][CH:24]=[C:23](Br)[N:22]=1>>[Br:20][C:21]1[CH:26]=[CH:25][CH:24]=[C:23]([C:9]2[CH:14]=[CH:13][CH:12]=[C:11]([C:15]([F:16])([F:17])[F:18])[CH:10]=2)[N:22]=1. Procedure details: Prepared according to the procedure described in Example 42, Step 2, using 4,4,5,5-tetramethyl-2-(3-trifluoromethyl-phenyl)-[1,3,2]dioxaborolane and 2,6-dibromo-pyridine. Starting materials: BrC1=C(C=CC(C1)(I)F)F (2-Bromo-1,4-difluoro-4-iodobenzene), Cl (hydrochloric acid), ice, C(CC)C1=CC=C(C=C1)C#C (4-propylphenylacetylene). The reagents and catalysts are Cl[Pd]([P](C1=CC=CC=C1)(C2=CC=CC=C2)C3=CC=CC=C3)([P](C4=CC=CC=C4)(C5=CC=CC=C5)C6=CC=CC=C6)Cl (bis(triphenylphosphine)palladium(II) chloride), [Cu]I (copper(I) iodide). Run in C(C)NCC (diethylamine). Reaction conditions: temperature 5 celsius. The product is BrC1=CC(=C(C=C1F)C#CC1=CC=C(C=C1)CCC)F (4-bromo-2,5-difluoro-4'-propyltolane). Isolated yield 80.6%. RXN SMILES: [Br:1][C:2]1[CH2:7][C:6]([F:9])(I)[CH:5]=[CH:4][C:3]=1[F:10].[CH2:11]([C:14]1[CH:19]=[CH:18][C:17]([C:20]#[CH:21])=[CH:16][CH:15]=1)[CH2:12][CH3:13].Cl>C(NCC)C.Cl[Pd](Cl)([P](C1C=CC=CC=1)(C1C=CC=CC=1)C1C=CC=CC=1)[P](C1C=CC=CC=1)(C1C=CC=CC=1)C1C=CC=CC=1.[Cu]I>[Br:1][C:2]1[C:3]([F:10])=[CH:4][C:5]([C:21]#[C:20][C:17]2[CH:18]=[CH:19][C:14]([CH2:11][CH2:12][CH3:13])=[CH:15][CH:16]=2)=[C:6]([F:9])[CH:7]=1 |^1:30,49|. Reported procedure: 2-Bromo-1,4-difluoro-4-iodobenzene (19 g) was dissolved in diethylamine (28 ml) under nitrogen atmosphere, and then bis(triphenylphosphine)palladium(II) chloride (0.06 g) and copper(I) iodide (0.06 g) were added thereto, followed by stirring. The flask was cooled to 5° C. or lower, and then 4-propylphenylacetylene (10 g) was added dropwise thereto. After stirring at room temperature for 5 hours, the reaction solution was poured into a mixture of concentrated hydrochloric acid (15 ml) and ice (30...